This data is from the Open Reaction Database (ORD), a public repository of structured organic reaction records. The task is: describe an organic reaction: reactants, conditions, products, and yield Starting materials: O=C1NC(=O)c2ccccc21, CC(C)Cn1c(CCl)c(-c2ccc(F)cc2)c2cc(OCc3ccccc3)ccc2c1=O, CN(C)C=O, [K], O. The product is CC(C)Cn1c(CN2C(=O)c3ccccc3C2=O)c(-c2ccc(F)cc2)c2cc(OCc3ccccc3)ccc2c1=O. As a reaction SMILES: [C:33]1(=[O:43])[c:34]2[c:35]([cH:39][cH:40][cH:41][cH:42]2)[C:36](=[O:38])[NH:37]1.[CH2:1]([c:2]1[cH:3][cH:4][cH:5][cH:6][cH:7]1)[O:8][c:9]1[cH:10][c:11]2[c:12](-[c:26]3[cH:27][cH:28][c:29]([F:32])[cH:30][cH:31]3)[c:13]([CH2:24][Cl:25])[n:14]([CH2:20][CH:21]([CH3:22])[CH3:23])[c:15](=[O:19])[c:16]2[cH:17][cH:18]1.[CH3:46][N:47]([CH3:48])[CH:49]=[O:50].[K:44].[OH2:45]>>[CH2:1]([c:2]1[cH:3][cH:4][cH:5][cH:6][cH:7]1)[O:8][c:9]1[cH:10][c:11]2[c:12](-[c:26]3[cH:27][cH:28][c:29]([F:32])[cH:30][cH:31]3)[c:13]([CH2:24][N:37]3[C:33](=[O:43])[c:34]4[c:35]([cH:39][cH:40][cH:41][cH:42]4)[C:36]3=[O:38])[n:14]([CH2:20][CH:21]([CH3:22])[CH3:23])[c:15](=[O:19])[c:16]2[cH:17][cH:18]1. The reactants are OC1CCN(c2cc(-c3ccccc3)nc(Cl)n2)CC1, CNS(=O)(=O)c1ccc(N)cc1. Yields the product CNS(=O)(=O)c1ccc(Nc2nc(-c3ccccc3)cc(N3CCC(O)CC3)n2)cc1. As a reaction SMILES: [Cl:1][c:2]1[n:3][c:4](-[c:15]2[cH:16][cH:17][cH:18][cH:19][cH:20]2)[cH:5][c:6]([N:8]2[CH2:9][CH2:10][CH:11]([OH:14])[CH2:12][CH2:13]2)[n:7]1.[NH2:21][c:22]1[cH:23][cH:24][c:25]([S:28](=[O:29])(=[O:30])[NH:31][CH3:32])[cH:26][cH:27]1>>[c:2]1([NH:21][c:22]2[cH:23][cH:24][c:25]([S:28](=[O:29])(=[O:30])[NH:31][CH3:32])[cH:26][cH:27]2)[n:3][c:4](-[c:15]2[cH:16][cH:17][cH:18][cH:19][cH:20]2)[cH:5][c:6]([N:8]2[CH2:9][CH2:10][CH:11]([OH:14])[CH2:12][CH2:13]2)[n:7]1. The reactants are CC(=O)OC(C)=O, CC1Cc2cc(Cl)ccc2C(c2ccc([N+](=O)[O-])cc2)=NN1, O. The product is CC(=O)N1N=C(c2ccc([N+](=O)[O-])cc2)c2ccc(Cl)cc2CC1C. RXN SMILES: [CH3:24][C:25](=[O:26])[O:27][C:28](=[O:29])[CH3:30].[Cl:1][c:2]1[cH:3][cH:4][c:5]2[c:6]([cH:22]1)[CH2:7][CH:8]([CH3:21])[NH:9][N:10]=[C:11]2[c:12]1[cH:13][cH:14][c:15]([N+:18](=[O:19])[O-:20])[cH:16][cH:17]1.[OH2:23]>>[Cl:1][c:2]1[cH:3][cH:4][c:5]2[c:6]([cH:22]1)[CH2:7][CH:8]([CH3:21])[N:9]([C:25]([CH3:24])=[O:26])[N:10]=[C:11]2[c:12]1[cH:13][cH:14][c:15]([N+:18](=[O:19])[O-:20])[cH:16][cH:17]1. Starting materials: ClC=1C=C(C=CC1Cl)C1(CN(CC1)CC(=O)C1=CC(=C(C(=C1)OC)OC)OC)CCCS(=O)(=O)[O-] (2-[3-(3,4-dichloro-phenyl)-1-(3,4,5-trimethoxy-phenacyl)-pyrrolidin-3-yl]-ethyl-methanesulfonate), Cl.C1(=CC=CC=C1)C1(CCNCC1)C(=O)N (4-phenyl-piperidine-4-carboxylic acid amide hydrochloride). Product: ClC=1C=C(C=CC1Cl)C1(CN(CC1)CC(=O)C1=CC(=C(C(=C1)OC)OC)OC)CCN1CCC(CC1)(C(=O)N)C1=CC=CC=C1 (1-[2-[3-(3,4-dichloro-phenyl)-1-(3,4,5-trimethoxy-phenacyl)-pyrrolidin-3-yl]-ethyl]-4-phenyl-piperidine-4-carboxylic acid amide). As a reaction SMILES: [Cl:1][C:2]1[CH:3]=[C:4]([C:9]2([CH2:29][CH2:30]CS([O-])(=O)=O)[CH2:13][CH2:12][N:11]([CH2:14][C:15]([C:17]3[CH:22]=[C:21]([O:23][CH3:24])[C:20]([O:25][CH3:26])=[C:19]([O:27][CH3:28])[CH:18]=3)=[O:16])[CH2:10]2)[CH:5]=[CH:6][C:7]=1[Cl:8].Cl.[C:37]1([C:43]2([C:49]([NH2:51])=[O:50])[CH2:48][CH2:47][NH:46][CH2:45][CH2:44]2)[CH:42]=[CH:41][CH:40]=[CH:39][CH:38]=1>>[Cl:1][C:2]1[CH:3]=[C:4]([C:9]2([CH2:29][CH2:30][N:46]3[CH2:45][CH2:44][C:43]([C:37]4[CH:38]=[CH:39][CH:40]=[CH:41][CH:42]=4)([C:49]([NH2:51])=[O:50])[CH2:48][CH2:47]3)[CH2:13][CH2:12][N:11]([CH2:14][C:15]([C:17]3[CH:18]=[C:19]([O:27][CH3:28])[C:20]([O:25][CH3:26])=[C:21]([O:23][CH3:24])[CH:22]=3)=[O:16])[CH2:10]2)[CH:5]=[CH:6][C:7]=1[Cl:8] |f:1.2|. Procedure: Prepare by the method of example 3.3 using 2-[3-(3,4-dichloro-phenyl)-1-(3,4,5-trimethoxy-phenacyl)-pyrrolidin-3-yl]-ethyl-methanesulfonate (0.6 mmol) and 4-phenyl-piperidine-4-carboxylic acid amide hydrochloride (0.72 mmol). Chromatograph on silica gel to give the title compound. Reactants: Example 1 ( a ), C(CCC(=O)[O-])(C(=O)OC)C(=O)[O-] (methyl propane-1,1,3-tricarboxylate), BrC(C(=O)OC)CCCCC (methyl α-bromoheptanoate). Yields the product C(CCCC)C1C(CCC1=O)C(=O)O (2-n-pentyl-3-oxo-cyclopentanecarboxylic acid). The yield is 38.4%. As a reaction SMILES: [CH:1]([C:11]([O-])=O)([C:7]([O:9]C)=[O:8])[CH2:2][CH2:3][C:4]([O-:6])=O.Br[CH:15]([CH2:20][CH2:21][CH2:22]CC)[C:16](OC)=O>>[CH2:16]([CH:11]1[C:4](=[O:6])[CH2:3][CH2:2][CH:1]1[C:7]([OH:9])=[O:8])[CH2:15][CH2:20][CH2:21][CH3:22]. Procedure: By repeating the procedure described in Example 1 (a) but starting from 195 g of methyl propane-1,1,3-tricarboxylate (F. L. M. Pattison, R. L. Buchanan and F. H. Dean, Can. J. Chem. 43(6), 1700 (1965)) and 176 g of methyl α-bromoheptanoate (H. Reinheckel, Ber. 93, 2222 (1960)), there is obtained 60 g (41%) of 2-n-pentyl-3-oxo-cyclopentanecarboxylic acid, melting at 52° C. Reactants: C1CCOC1, CCNCC, Cc1[nH]c(C=O)c(C)c1C(=O)CCl. The product is CCN(CC)CC(=O)c1c(C)[nH]c(C=O)c1C. RXN SMILES: [CH2:19]1[O:20][CH2:21][CH2:22][CH2:23]1.[CH2:1]([CH3:2])[NH:3][CH2:4][CH3:5].[Cl:6][CH2:7][C:8](=[O:9])[c:10]1[c:11]([CH3:18])[c:12]([CH:16]=[O:17])[nH:13][c:14]1[CH3:15]>>[CH2:1]([CH3:2])[N:3]([CH2:4][CH3:5])[CH2:7][C:8](=[O:9])[c:10]1[c:11]([CH3:18])[c:12]([CH:16]=[O:17])[nH:13][c:14]1[CH3:15]. Starting materials: N1=CC=CC=C1 (Pyridine), N1C=NC=C1 (imidazole), C1[C@@H](C2=CC=CC=C2)O1 ((R)-(+) styrene oxide). Solvent: C(C)O (ethanol). Product: N1C(=NC=C1)C[C@@H](O)C1=CC=CC=C1 ((1R)-2-Imidazolyl-1-phenylethan-1-ol). The yield is 32.0%. Reaction SMILES: [NH:1]1[CH:5]=[CH:4][N:3]=[CH:2]1.N1C=CC=CC=1.[CH2:12]1[O:20][C@@H:13]1[C:14]1[CH:19]=[CH:18][CH:17]=[CH:16][CH:15]=1>C(O)C>[NH:1]1[CH:5]=[CH:4][N:3]=[C:2]1[CH2:12][C@H:13]([C:14]1[CH:19]=[CH:18][CH:17]=[CH:16][CH:15]=1)[OH:20]. Procedure: In a manner similar to that of Example 49, step 1, imidazole (2.83 g, 41.6 mmol) is dissolved in absolute ethanol (45 mL). Pyridine (0.11 mL) is added followed by addition of (R)-(+) styrene oxide (5.0 g, 41.6 mol, Aldrich Chemical Co.), followed by heating at reflux for 18 hours. The mixture is evaporated in vacuo to a syrup and suspended between ethyl ether (250 mL) and water (100 mL) to give a solid precipitate. The suspension is filtered and washed with ethyl ether. The solid is recrystalliz... Reactants: Cl.ClC1=CC=C(C=C1)C1CC(C(C2=CC(=CC=C12)OCCN(C)C)=C)(C)C (4-(4-chlorophenyl)-2,2-dimethyl-7-(2-dimethylaminoethoxy)-1-methylidene tetralin hydrochloride), [H][H] (hydrogen). The reagents and catalysts are [Pd] (palladium on charcoal). The solvent is C(C)O (ethanol). The product is Cl.ClC1=CC=C(C=C1)C1CC(C(C2=CC(=CC=C12)OCCN(C)C)C)(C)C (4-(4-chlorophenyl)-1,2,2-trimethyl-7-(2-dimethylaminoethoxy)tetralin hydrochloride). Reaction SMILES: Cl.[Cl:2][C:3]1[CH:8]=[CH:7][C:6]([CH:9]2[C:18]3[C:13](=[CH:14][C:15]([O:19][CH2:20][CH2:21][N:22]([CH3:24])[CH3:23])=[CH:16][CH:17]=3)[C:12](=[CH2:25])[C:11]([CH3:27])([CH3:26])[CH2:10]2)=[CH:5][CH:4]=1.[H][H]>C(O)C.[Pd]>[ClH:2].[Cl:2][C:3]1[CH:4]=[CH:5][C:6]([CH:9]2[C:18]3[C:13](=[CH:14][C:15]([O:19][CH2:20][CH2:21][N:22]([CH3:24])[CH3:23])=[CH:16][CH:17]=3)[CH:12]([CH3:25])[C:11]([CH3:26])([CH3:27])[CH2:10]2)=[CH:7][CH:8]=1 |f:0.1,5.6|. Reported procedure: A solution of 4-(4-chlorophenyl)-2,2-dimethyl-7-(2-dimethylaminoethoxy)-1-methylidene tetralin hydrochloride (4 g) in ethanol (150 ml) was hydrogenated in the presence of 10% palladium on charcoal (0.4 g) until hydrogen uptake was complete. After filtration the solvent was removed in vacuo to give 4-(4-chlorophenyl)-1,2,2-trimethyl-7-(2-dimethylaminoethoxy)tetralin hydrochloride. Recrystallisation from ethanol-ether gave white prisms, m.p. 173°-6° (3.6 g, 90%).